From a dataset of the Open Reaction Database (ORD), a public repository of structured organic reaction records. describe an organic reaction: reactants, conditions, products, and yield Starting materials: N1=CC=NC2=CC(=CC=C12)CCOCCO (2-[2-(6-quinoxalinyl)ethoxy]-1-ethanol), S(=O)(Cl)Cl (thionyl chloride). Run in C1=CC=CC=C1 (benzene). Product: Cl.ClCCOCCC=1C=C2N=CC=NC2=CC1 (6-[2-(2-chloroethoxy)-ethyl]-quinoxaline hydrochloride). RXN SMILES: [N:1]1[C:10]2[C:5](=[CH:6][C:7]([CH2:11][CH2:12][O:13][CH2:14][CH2:15]O)=[CH:8][CH:9]=2)[N:4]=[CH:3][CH:2]=1.S(Cl)([Cl:19])=O>C1C=CC=CC=1>[ClH:19].[Cl:19][CH2:15][CH2:14][O:13][CH2:12][CH2:11][C:7]1[CH:6]=[C:5]2[C:10](=[CH:9][CH:8]=1)[N:1]=[CH:2][CH:3]=[N:4]2 |f:3.4|. Procedure: In 10 mL of benzene is dissolved 0.73 g of 2-[2-(6-quinoxalinyl)ethoxy]-1-ethanol, to which is added 0.32 mL of thionyl chloride. The mixture is heated under reflux for 30 minutes. The solvent is distilled off and the deposited crystal is collected by filtration to obtain 0.37 g of 6-[2-(2-chloroethoxy)-ethyl]-quinoxaline hydrochloride. The reactants are BrC=1C=CC2=C(C(OCC(N2)=O)(C)C)C1 (7-bromo-5,5-dimethyl-1,5-dihydro-4,1-benzoxazepin-2(3H)-one), BrC=1C=C(C=C(C1)Cl)F (3-bromo-5-chloro-1-fluorobenzene). The product is CC1(C2=C(C=CC(=C2)C3=CC(=CC(=C3)Cl)F)NC(=O)CO1)C (7-(3-Chloro-5-fluorophenyl)-5,5-dimethyl-1,5-dihydro-4,1-benzoxazepin-2(H)-one). As a reaction SMILES: Br[C:2]1[CH:3]=[CH:4][C:5]2[NH:11][C:10](=[O:12])[CH2:9][O:8][C:7]([CH3:14])([CH3:13])[C:6]=2[CH:15]=1.Br[C:17]1[CH:18]=[C:19]([F:24])[CH:20]=[C:21]([Cl:23])[CH:22]=1>>[CH3:13][C:7]1([CH3:14])[O:8][CH2:9][C:10](=[O:12])[NH:11][C:5]2[CH:4]=[CH:3][C:2]([C:17]3[CH:22]=[C:21]([Cl:23])[CH:20]=[C:19]([F:24])[CH:18]=3)=[CH:15][C:6]1=2. Procedure: Prepared from 7-bromo-5,5-dimethyl-1,5-dihydro-4,1-benzoxazepin-2(3H)-one and 3-bromo-5-chloro-1-fluorobenzene generally according to the coupling procedure described in examples 82 and 1. 1H NMR (DMSO-d6): δ 10.01 (s, 1H), 7.61-7.65 (m, 4H), 7.36-7.39 (m, 1H), 7.18 (d, J=8.54 Hz, 1H), 4.26 (s, 2H), 1.62 (s, 6H); MS (ESI) m/z 320/322 ([M+H]+); MS (ESI) m/z 318/320 ([M−H]−). Anal. calcd for C17H15ClFNO2: C, 63.86; H, 4.73; N, 4.38. Found: C, 62.53; H, 4.55; N, 3.50. The reactants are C1CCOC1, CC(C)(C)[O-], COC(=O)c1ccc(CBr)cc1, O=C(Cc1cccc(-c2ccc(OC(F)(F)F)cc2)c1)c1ccccc1F, [Na+]. The product is COC(=O)c1ccc(CC(C(=O)c2ccccc2F)c2cccc(-c3ccc(OC(F)(F)F)cc3)c2)cc1. As a reaction SMILES: [CH2:46]1[O:47][CH2:48][CH2:49][CH2:50]1.[CH3:1][C:2]([CH3:3])([O-:4])[CH3:5].[CH3:34][O:35][C:36]([c:37]1[cH:38][cH:39][c:40]([CH2:43][Br:44])[cH:41][cH:42]1)=[O:45].[F:7][c:8]1[c:9]([C:14]([CH2:15][c:16]2[cH:17][c:18](-[c:22]3[cH:23][cH:24][c:25]([O:28][C:29]([F:30])([F:31])[F:32])[cH:26][cH:27]3)[cH:19][cH:20][cH:21]2)=[O:33])[cH:10][cH:11][cH:12][cH:13]1.[Na+:6]>>[F:7][c:8]1[c:9]([C:14]([CH:15]([c:16]2[cH:17][c:18](-[c:22]3[cH:23][cH:24][c:25]([O:28][C:29]([F:30])([F:31])[F:32])[cH:26][cH:27]3)[cH:19][cH:20][cH:21]2)[CH2:43][c:40]2[cH:39][cH:38][c:37]([C:36]([O:35][CH3:34])=[O:45])[cH:42][cH:41]2)=[O:33])[cH:10][cH:11][cH:12][cH:13]1.